From a dataset of the Open Reaction Database (ORD), a public repository of structured organic reaction records. describe an organic reaction: reactants, conditions, products, and yield RXN SMILES: C(OC(=O)[NH:7][C:8]1[CH:13]=[CH:12][C:11]([N:14]2[CH:18]=[CH:17][CH:16]=[CH:15]2)=[CH:10][C:9]=1[NH2:19])(C)(C)C.C(O[C:26](=[O:38])[CH2:27][C:28]([C:30]1[CH:35]=[CH:34][N:33]=[C:32]([C:36]#[N:37])[CH:31]=1)=O)(C)(C)C.C(O)(C(F)(F)F)=O>C1(C)C=CC=CC=1.C(Cl)Cl>[O:38]=[C:26]1[CH2:27][C:28]([C:30]2[CH:35]=[CH:34][N:33]=[C:32]([C:36]#[N:37])[CH:31]=2)=[N:7][C:8]2[CH:13]=[CH:12][C:11]([N:14]3[CH:18]=[CH:17][CH:16]=[CH:15]3)=[CH:10][C:9]=2[NH:19]1. The product is O=C1NC2=C(N=C(C1)C1=CC(=NC=C1)C#N)C=CC(=C2)N2C=CC=C2 (4-(4-oxo-7-Pyrrol-1-yl-4,5-dihydro-3H-benzo[b][1,4]diazepin-2-yl)-pyridine-2-carbonitrile). Procedure: A mixture of (2-amino-4-pyrrol-1-yl-phenyl)-carbamic acid tert-butyl ester (Example J2) (0.14 g) and 3-(2-cyano-pyridin-4-yl)-3-oxo-propionic acid tert-butyl ester (Example K3) (0.14 g) in toluene (1.5 mL) was heated to 100° C. for 4 h, a fine precipitate being formed. The mixture was cooled and the precipitae was isolated by filtration. A solution of this solid in CH2Cl2 (2.5 mL) and TFA (2.5 mL) was stirred for 0.5 h at 20° C. and then evaporated in vacuum. The residual oil was dissolved in Ac... Conditions: temperature 100 celsius. Starting materials: C(C)(C)(C)OC(NC1=C(C=C(C=C1)N1C=CC=C1)N)=O ((2-amino-4-pyrrol-1-yl-phenyl)-carbamic acid tert-butyl ester), C(=O)(C(F)(F)F)O (TFA), C(C)(C)(C)OC(CC(=O)C1=CC(=NC=C1)C#N)=O (3-(2-cyano-pyridin-4-yl)-3-oxo-propionic acid tert-butyl ester). The solvent is C1(=CC=CC=C1)C (toluene), C(Cl)Cl (CH2Cl2). Isolated yield 35.8%.